From a dataset of the Open Reaction Database (ORD), a public repository of structured organic reaction records. describe an organic reaction: reactants, conditions, products, and yield As a reaction SMILES: [Al+3:2].[CH2:50]1[O:51][CH2:52][CH2:53][CH2:54]1.[CH2:7]([CH2:8][CH3:9])[N:10]([CH2:11][CH2:12][CH3:13])[CH2:14][c:15]1[cH:16][cH:17][c:18](-[c:21]2[n:22]([CH3:32])[c:23]3[c:24]([n:25]2)[cH:26][cH:27][c:28]([C:30]#[N:31])[cH:29]3)[cH:19][cH:20]1.[H-:1].[H-:4].[H-:5].[H-:6].[Li+:3].[Na+:48].[Na+:49].[OH2:33].[OH2:34].[OH2:35].[OH2:36].[OH2:37].[OH2:38].[OH2:39].[OH2:40].[OH2:41].[OH2:42].[S:43]([O-:44])([O-:45])(=[O:46])=[O:47]>>[CH2:7]([CH2:8][CH3:9])[N:10]([CH2:11][CH2:12][CH3:13])[CH2:14][c:15]1[cH:16][cH:17][c:18](-[c:21]2[n:22]([CH3:32])[c:23]3[c:24]([n:25]2)[cH:26][cH:27][c:28]([CH2:30][NH2:31])[cH:29]3)[cH:19][cH:20]1. The product is CCCN(CCC)Cc1ccc(-c2nc3ccc(CN)cc3n2C)cc1. Starting materials: [Al+3], C1CCOC1, CCCN(CCC)Cc1ccc(-c2nc3ccc(C#N)cc3n2C)cc1, [H-], [H-], [H-], [H-], [Li+], [Na+], [Na+], O, O, O, O, O, O, O, O, O, O, O=S(=O)([O-])[O-].